This data is from the Open Reaction Database (ORD), a public repository of structured organic reaction records. The task is: describe an organic reaction: reactants, conditions, products, and yield Starting materials: C(C)(=O)NC=1C=C(C=CC1)C1=NC(=CN=C1)Cl (2-(3-acetamidophenyl)-6-chloropyrazine), CC(C)([O-])C.[Na+] (sodium tert-butoxide), O1CCN(CC1)S(=O)(=O)C1=CC=C(N)C=C1 (4-(morpholinosulfonyl) aniline), C=1C=CC(=CC1)P(C=2C=CC=CC2)C3=CC=C4C=CC=CC4=C3C5=C6C=CC=CC6=CC=C5P(C=7C=CC=CC7)C=8C=CC=CC8 (BINAP). The solvent is C1(=CC=CC=C1)C (toluene). Reaction conditions: time 16 hour. Yields the product O1CCN(CC1)S(=O)(=O)C1=CC=C(C=C1)NC1=CN=CC(=N1)C=1C=C(C=CC1)NC(C)=O (N-(3-(6-(4-(morpholinosulfonyl)phenylamino)pyrazin-2-yl)phenyl)acetamide). Yield: 31.2%. As a reaction SMILES: [C:1]([NH:4][C:5]1[CH:6]=[C:7]([C:11]2[CH:16]=[N:15][CH:14]=[C:13](Cl)[N:12]=2)[CH:8]=[CH:9][CH:10]=1)(=[O:3])[CH3:2].[O:18]1[CH2:23][CH2:22][N:21]([S:24]([C:27]2[CH:33]=[CH:32][C:30]([NH2:31])=[CH:29][CH:28]=2)(=[O:26])=[O:25])[CH2:20][CH2:19]1.C1C=CC(P(C2C(C3C(P(C4C=CC=CC=4)C4C=CC=CC=4)=CC=C4C=3C=CC=C4)=C3C(C=CC=C3)=CC=2)C2C=CC=CC=2)=CC=1.CC(C)([O-])C.[Na+]>C1(C)C=CC=CC=1>[O:18]1[CH2:19][CH2:20][N:21]([S:24]([C:27]2[CH:28]=[CH:29][C:30]([NH:31][C:13]3[N:12]=[C:11]([C:7]4[CH:6]=[C:5]([NH:4][C:1](=[O:3])[CH3:2])[CH:10]=[CH:9][CH:8]=4)[CH:16]=[N:15][CH:14]=3)=[CH:32][CH:33]=2)(=[O:26])=[O:25])[CH2:22][CH2:23]1 |f:3.4|. Reported procedure: Using Method L, 2-(3-acetamidophenyl)-6-chloropyrazine (4a) (60 mg, 0.24 mmol), 4-(morpholinosulfonyl) aniline (84.8 mg, 0.35 mmol), Pd(0)2 dba3 (9 mg, 0.01 mmol), BINAP (50 mg, 0.04 mmol), sodium tert-butoxide (33 mg, 0.34 mmol) and toluene (5 mL) were reacted at 85° C. and kept for 16 hours. The same workup as for Method L followed by column chromatography afforded 34 mg of title compound. Yield: 31.2%. 1H NMR (250 MHz, DMSO-d6) δ 2.11 (s, 3 H), 2.86-2.89 (m, 4 H), 3.62-3.65 (m, 4 H), 7.45 (t,... Starting materials: COC1=CC=C(C=N1)N1CCC(CC1)N1C[C@@H](CC1)NC(CNC(C1=CC(=CC=C1)C(F)(F)F)=O)=O (N-[2-({(3R)-1-[1-(6-methoxypyridin-3-yl)piperidin-4-yl]pyrrolidin-3-yl}amino)-2-oxoethyl]-3-(trifluoromethyl)benzamide), CSC=1C=C(N)C=CC1 (3-(methylsulfanyl)aniline), COC1=CC=C(C=N1)N (6-methoxypyridin-3-amine). Yields the product C(C1=CC=CC=C1)(=O)N (benzamide). As a reaction SMILES: COC1N=CC(N2CCC(N3CC[C@@H](NC(=O)C[NH:23][C:24](=[O:35])[C:25]4[CH:30]=[CH:29][CH:28]=[C:27](C(F)(F)F)[CH:26]=4)C3)CC2)=CC=1.CSC1C=C(C=CC=1)N.COC1N=CC(N)=CC=1>>[C:24]([NH2:23])(=[O:35])[C:25]1[CH:30]=[CH:29][CH:28]=[CH:27][CH:26]=1. Procedure details: N-{2-[((3R)-1-{1-[3-(methylsulfanyl)phenyl]piperidin-4-yl}pyrrolidin-3-yl)amino]-2-oxoethyl}-3-trifluoromethyl)benzamide was synthesized in similar fashion to N-[2-({(3R)-1-[1-(6-methoxypyridin-3-yl)piperidin-4-yl]pyrrolidin-3-yl}amino)-2-oxoethyl]-3-(trifluoromethyl)benzamide, 3-(methylsulfanyl)aniline was substituted for 6-methoxypyridin-3-amine. The crude product was purified by preparative HPLC. MS m/z: 521 (M+1). Procedure details: To a mixture of 1-Boc-piperazine (1.9 g), 1-bromo-2-chloro-5-fluoro-4-methylbenzene (2.2 g), palladium acetate (112 mg), rac-2,2′-bis(diphenylphosphino)-1,1′-binaphthyl (312 mg) and sodium tert-butoxide (1.4 g) was added toluene (20 mL), and the mixture was refluxed for 8 hr. After cooling, water was added to the reaction mixture, and the mixture was extracted with ethyl acetate. The organic layer was washed with saturated brine, and the solvent was evaporated. The residue was purified by column... Run in O (water). Run at time 3 hour. Reaction SMILES: [C:1]([N:8]1[CH2:13][CH2:12][NH:11][CH2:10][CH2:9]1)(OC(C)(C)C)=O.BrC1[CH:20]=[C:19]([F:21])[C:18]([CH3:22])=[CH:17][C:16]=1[Cl:23].CC(C)([O-])C.[Na+].C1(C)C=CC=CC=1>C([O-])(=O)C.[Pd+2].C([O-])(=O)C.C1(P(C2C=CC=CC=2)C2C=CC3C(=CC=CC=3)C=2C2C3C(=CC=CC=3)C=CC=2P(C2C=CC=CC=2)C2C=CC=CC=2)C=CC=CC=1.O>[ClH:23].[Cl:23][C:16]1[CH:17]=[C:18]([CH3:22])[C:19]([F:21])=[CH:20][C:1]=1[N:8]1[CH2:9][CH2:10][NH:11][CH2:12][CH2:13]1 |f:2.3,5.6.7,10.11|. Reactants: C1(=CC=CC=C1)C (toluene), C(=O)(OC(C)(C)C)N1CCNCC1 (1-Boc-piperazine), BrC1=C(C=C(C(=C1)F)C)Cl (1-bromo-2-chloro-5-fluoro-4-methylbenzene), CC(C)([O-])C.[Na+] (sodium tert-butoxide). Yields the product Cl.ClC1=C(C=C(C(=C1)C)F)N1CCNCC1 (1-(2-chloro-5-fluoro-4-methylphenyl)piperazine hydrochloride). Reagents/catalysts: C(C)(=O)[O-].[Pd+2].C(C)(=O)[O-] (palladium acetate), C1(=CC=CC=C1)P(C1=C(C2=CC=CC=C2C=C1)C1=C(C=CC2=CC=CC=C12)P(C1=CC=CC=C1)C1=CC=CC=C1)C1=CC=CC=C1 (rac-2,2′-bis(diphenylphosphino)-1,1′-binaphthyl). The yield is 153.2%. The reactants are Cl (hydrochloride), N1(CCOCC1)C(=O)Cl (morpholine carbonylchloride), C(C)(C)N(C(C)C)CC (N,N-diisopropylethylamine), C(C)(C)(C)C1=NOC(=C1)NC(=O)[C@H]1NCCC1 ((S)-pyrrolidine-2-carboxylic acid (3-tert-butyl-isoxazol-5-yl)-amide). The solvent is CN(C=O)C (N,N-dimethylformamide), O (water). Reaction conditions: time 8 hour. The product is C(C)(C)(C)C1=NOC(=C1)NC(=O)[C@H]1N(CCC1)C(=O)N1CCOCC1 ((S)-1-(morpholine-4-carbonyl)-pyrrolidine-2-carboxylic acid (3-tert-butyl-isoxazol-5-yl)-amide). Reaction SMILES: [C:1]([C:5]1[CH:9]=[C:8]([NH:10][C:11]([C@@H:13]2[CH2:17][CH2:16][CH2:15][NH:14]2)=[O:12])[O:7][N:6]=1)([CH3:4])([CH3:3])[CH3:2].Cl.[N:19]1([C:25](Cl)=[O:26])[CH2:24][CH2:23][O:22][CH2:21][CH2:20]1.C(N(CC)C(C)C)(C)C>CN(C)C=O.O>[C:1]([C:5]1[CH:9]=[C:8]([NH:10][C:11]([C@@H:13]2[CH2:17][CH2:16][CH2:15][N:14]2[C:25]([N:19]2[CH2:24][CH2:23][O:22][CH2:21][CH2:20]2)=[O:26])=[O:12])[O:7][N:6]=1)([CH3:4])([CH3:2])[CH3:3]. Procedure: To a solution of (S)-pyrrolidine-2-carboxylic acid (3-tert-butyl-isoxazol-5-yl)-amide; hydrochloride (0.2 g; 0.731 mmol) in N,N-dimethylformamide (2 mL) is added morpholine carbonylchloride (0.084 mL; 0.731 mmol) and N,N-diisopropylethylamine (0.267 mL; 1.535 mmol) and the reaction mixture stirred overnight at room temperature. After this time, the mixture is diluted with water and extracted with ethyl acetate. The combined organics are washed with 1N hydrochloric acid and brine, dried (Na2SO4),... Reactants: CC(C)(C)OC(=O)Nc1ccsc1-c1ccc(Br)cc1, CCOC(C)=O, CC(C)O, Cl, [Na+], [OH-]. Product: Nc1ccsc1-c1ccc(Br)cc1. Reaction SMILES: [C:1]([O:2][C:3](=[O:4])[NH:7][c:8]1[c:9](-[c:13]2[cH:14][cH:15][c:16]([Br:19])[cH:17][cH:18]2)[s:10][cH:11][cH:12]1)([CH3:5])([CH3:6])[CH3:20].[CH3:28][CH2:29][O:30][C:31]([CH3:32])=[O:33].[CH:22]([OH:23])([CH3:24])[CH3:25].[ClH:21].[Na+:27].[OH-:26]>>[NH2:7][c:8]1[c:9](-[c:13]2[cH:14][cH:15][c:16]([Br:19])[cH:17][cH:18]2)[s:10][cH:11][cH:12]1. Starting materials: N-(1,7-diaza-4-oxa-8-oxo-tricyclo-[9.6.1.012,17]-octadeca-11(18),12,14,16-tetraen-9S-yl)-3, FC(C(=O)O)(F)F.C(C1=CC=CC=C1)OC(C[C@H](C(=O)N[C@@H](C(C)(C)C)C(NC1=CC=NC=C1)=O)N)=O (3(R)-amino-N-[2,2-dimethyl-1(S)-(pyridin-4-ylcarbamoyl)propyl]succinamic acid benzyl ester trifluoroacetate salt), COC1OC(CC1C1=CC=C(C=C1)C1=CC=C(C=C1)C#N)OC (4′-(2,5-dimethoxy-tetrahydrofuran-3-yl)-biphenyl-4-carbonitrile). Product: C(C1=CC=CC=C1)OC(C[C@H](C(=O)N[C@@H](C(C)(C)C)C(NC1=CC=NC=C1)=O)N1C=C(C=C1)C1=CC=C(C=C1)C1=CC=C(C=C1)C#N)=O (3(R)-[3-(4′-cyanobiphenyl-4-yl)-1H-pyrrol-1yl]-N-[2,2-dimethyl-1(S)-(pyridin-4-ylcarbamoyl)propyl]succinamic acid benzyl ester). Isolated yield 42.0%. RXN SMILES: FC(F)(F)C(O)=O.[CH2:8]([O:15][C:16](=[O:37])[CH2:17][C@@H:18]([NH2:36])[C:19]([NH:21][C@H:22]([C:27](=[O:35])[NH:28][C:29]1[CH:34]=[CH:33][N:32]=[CH:31][CH:30]=1)[C:23]([CH3:26])([CH3:25])[CH3:24])=[O:20])[C:9]1[CH:14]=[CH:13][CH:12]=[CH:11][CH:10]=1.CO[CH:40]1[CH:44]([C:45]2[CH:50]=[CH:49][C:48]([C:51]3[CH:56]=[CH:55][C:54]([C:57]#[N:58])=[CH:53][CH:52]=3)=[CH:47][CH:46]=2)[CH2:43][CH:42](OC)O1>>[CH2:8]([O:15][C:16](=[O:37])[CH2:17][C@@H:18]([N:36]1[CH:42]=[CH:43][C:44]([C:45]2[CH:50]=[CH:49][C:48]([C:51]3[CH:52]=[CH:53][C:54]([C:57]#[N:58])=[CH:55][CH:56]=3)=[CH:47][CH:46]=2)=[CH:40]1)[C:19]([NH:21][C@H:22]([C:27](=[O:35])[NH:28][C:29]1[CH:34]=[CH:33][N:32]=[CH:31][CH:30]=1)[C:23]([CH3:26])([CH3:25])[CH3:24])=[O:20])[C:9]1[CH:10]=[CH:11][CH:12]=[CH:13][CH:14]=1 |f:0.1|. Procedure: According to the procedure described in Example 1(c) for the preparation N-(1,7-diaza-4-oxa-8-oxo-tricyclo-[9.6.1.012,17]-octadeca-11(18),12,14,16-tetraen-9S-yl)-3(R)-(3-phenyl-1H-pyrrol-1-yl)sucinnamic acid benzyl ester, crude 3(R)-amino-N-[2,2-dimethyl-1(S)-(pyridin-4-ylcarbamoyl)propyl]succinamic acid benzyl ester trifluoroacetate salt and 4′-(2,5-dimethoxy-tetrahydrofuran-3-yl)-biphenyl-4-carbonitrile were condensed to give 75 mg (42%) of 3(R)-[3-(4′-cyanobiphenyl-4-yl)-1H-pyrrol-1yl]-N-[2,2... Starting materials: COC1=CC=C2C(=C(N(C2=C1)CC1=CC=CC=C1)C)CC(=O)N (6-methoxy-2-methyl-1-(phenylmethyl)-1H-indole-3-acetamide), B(Br)(Br)Br (BBr3), O (Water). Solvent: C(Cl)Cl (methylene chloride). Conditions: time 3 hour. Product: OC1=CC=C2C(=C(N(C2=C1)CC1=CC=CC=C1)C)CC(=O)N (6-hydroxy-2-methyl-1-(phenylmethyl)-1H-indole-3-acetamide). The yield is 44.7%. RXN SMILES: C[O:2][C:3]1[CH:11]=[C:10]2[C:6]([C:7]([CH2:20][C:21]([NH2:23])=[O:22])=[C:8]([CH3:19])[N:9]2[CH2:12][C:13]2[CH:18]=[CH:17][CH:16]=[CH:15][CH:14]=2)=[CH:5][CH:4]=1.B(Br)(Br)Br.O>C(Cl)Cl>[OH:2][C:3]1[CH:11]=[C:10]2[C:6]([C:7]([CH2:20][C:21]([NH2:23])=[O:22])=[C:8]([CH3:19])[N:9]2[CH2:12][C:13]2[CH:18]=[CH:17][CH:16]=[CH:15][CH:14]=2)=[CH:5][CH:4]=1. Reported procedure: To a solution of 1.53 g (5 mmol) of 6-methoxy-2-methyl-1-(phenylmethyl)-1H-indole-3-acetamide was added 20 mL (20 mmol) of 1M BBr3 in methylene chloride and the mixture stirred for 3 hours. Water was added and the mixture extracted with EtOAc. The EtOAc solution was washed with a NaCl solution, dried (MgSO4), and concentrated at reduced pressure. The residue was chromatographed on silica and the product eluted with 5% MeOH/methylene chloride to give 658 mg (45% yield) of 6-hydroxy-2-methyl-1-(ph... The reactants are CCO, COC(=O)c1ccc(CON=Cc2ccc(C(C)(C)C)cc2)cc1Br, [Na+], C1CCOC1, [OH-], O. The product is CC(C)(C)c1ccc(C=NOCc2ccc(C(=O)O)c(Br)c2)cc1. Reaction SMILES: [CH2:29]([OH:30])[CH3:31].[CH3:1][O:2][C:3]([c:4]1[c:5]([Br:24])[cH:6][c:7]([CH2:10][O:11][N:12]=[CH:13][c:14]2[cH:15][cH:16][c:17]([C:20]([CH3:21])([CH3:22])[CH3:23])[cH:18][cH:19]2)[cH:8][cH:9]1)=[O:25].[Na+:27].[O:32]1[CH2:33][CH2:34][CH2:35][CH2:36]1.[OH-:26].[OH2:28]>>[O:2]=[C:3]([c:4]1[c:5]([Br:24])[cH:6][c:7]([CH2:10][O:11][N:12]=[CH:13][c:14]2[cH:15][cH:16][c:17]([C:20]([CH3:21])([CH3:22])[CH3:23])[cH:18][cH:19]2)[cH:8][cH:9]1)[OH:25]. Starting materials: CC(N=C=NC(C)C)C (DIPC), ClC=1C=CC(=C(C1)C1=NN(C=C1C#CC1=CC=C(C=C1)NC(=O)[C@H]1NCCCC1)CCO)O (Piperidine-2(S)-carboxylic acid {4-[3-(5-chloro-2-hydroxy-phenyl)-1-(2-hydroxy-ethyl)-1H-pyrazol-4-ylethynyl]-phenyl}-amide), N([C@H](C1=CC=CC=C1)C(=O)O)C(=O)OC(C)(C)C (BOC-D-Phg-OH), resultant mixture. Solvent: C1CCOC1 (THF). Run at time 8 hour. Product: C(C)(C)(C)OC(N[C@@H](C(=O)N1[C@@H](CCCC1)C(NC1=CC=C(C=C1)C#CC=1C(=NN(C1)CCO)C1=C(C=CC(=C1)Cl)O)=O)C1=CC=CC=C1)=O ([2-(2(S)-{4-[3-(5-Chloro-2-hydroxy-phenyl)-1-(2-hydroxy-ethyl)-1H-pyrazol-4-ylethynyl]-phenylcarbamoyl}-piperidin-1-yl)-2-oxo-1(R)-phenyl-ethyl]-carbamic acid tert-butyl ester). The yield is 54.0%. As a reaction SMILES: [Cl:1][C:2]1[CH:3]=[CH:4][C:5]([OH:33])=[C:6]([C:8]2[C:12]([C:13]#[C:14][C:15]3[CH:20]=[CH:19][C:18]([NH:21][C:22]([C@@H:24]4[CH2:29][CH2:28][CH2:27][CH2:26][NH:25]4)=[O:23])=[CH:17][CH:16]=3)=[CH:11][N:10]([CH2:30][CH2:31][OH:32])[N:9]=2)[CH:7]=1.[NH:34]([C:45]([O:47][C:48]([CH3:51])([CH3:50])[CH3:49])=[O:46])[C@@H:35]([C:42](O)=[O:43])[C:36]1[CH:41]=[CH:40][CH:39]=[CH:38][CH:37]=1.CC(C)N=C=NC(C)C>C1COCC1>[C:48]([O:47][C:45](=[O:46])[NH:34][C@H:35]([C:36]1[CH:37]=[CH:38][CH:39]=[CH:40][CH:41]=1)[C:42]([N:25]1[CH2:26][CH2:27][CH2:28][CH2:29][C@H:24]1[C:22](=[O:23])[NH:21][C:18]1[CH:17]=[CH:16][C:15]([C:14]#[C:13][C:12]2[C:8]([C:6]3[CH:7]=[C:2]([Cl:1])[CH:3]=[CH:4][C:5]=3[OH:33])=[N:9][N:10]([CH2:30][CH2:31][OH:32])[CH:11]=2)=[CH:20][CH:19]=1)=[O:43])([CH3:51])([CH3:49])[CH3:50]. Reported procedure: To a mixture of compound 10A (1.0 g, 2.15 mmol) and BOC-D-Phg-OH (11A, 0.65 g, 2.58 mmol) was added anhydrous THF (30 mL) and the resultant mixture was stirred at rt for 5 min. DIPC (0.40 mL, 2.58 mmol) was added slowly at rt. The final reaction mixture was stirred at rt overnight. The solvent was removed and the residua were dissolved in small amount of ethyl acetate. Solid was removed by filtration. The filtrate was purified by silica column chromatography eluting with hexanes-ethyl acetate (v...